Dataset: the Open Reaction Database (ORD), a public repository of structured organic reaction records. Task: describe an organic reaction: reactants, conditions, products, and yield Reactants: O=C1N2C3=C(CO1)C=CC=C3C(CC2)NCC=C (6,7-Dihydro-3-oxo-7-allylamino-1H,3H,5H-pyrido[3,2,1-ij][3,1]benzoxazine), C(=O)O (formic acid). Run in C=O (formalin). Conditions: temperature 90 celsius, time 2 hour. Yields the product O=C1N2C3=C(CO1)C=CC=C3C(CC2)N(CC=C)C (6,7-dihydro-3-oxo-7-(N-methyl-N-allylamino)- 1H,3H,5H-pyrido[3,2,1-ij][3,1]benzoxazine). As a reaction SMILES: [O:1]=[C:2]1[O:7][CH2:6][C:5]2[CH:8]=[CH:9][CH:10]=[C:11]3[CH:12]([NH:15][CH2:16][CH:17]=[CH2:18])[CH2:13][CH2:14][N:3]1[C:4]=23.[CH:19](O)=O>C=O>[O:1]=[C:2]1[O:7][CH2:6][C:5]2[CH:8]=[CH:9][CH:10]=[C:11]3[CH:12]([N:15]([CH3:19])[CH2:16][CH:17]=[CH2:18])[CH2:13][CH2:14][N:3]1[C:4]=23. Procedure details: 6,7-Dihydro-3-oxo-7-allylamino-1H,3H,5H-pyrido[3,2,1-ij][3,1]benzoxazine (5.86 g) was dissolved in a solution of formic acid (7 ml) and 35% formalin (7 ml), and the solution was stirred for 2 hours at 90° C. Formic acid and formalin were distilled off under reduced pressure, and to this mixture were added ice water and dichloromethane, and the mixture was adjusted to alkalinic with sodium carbonate. The mixture was extracted with dichloromethane, dried over anhydrous magnesium sulfate, and disti... Starting materials: N#Cc1cc(-c2ccccc2)c(-c2ccc(CBr)cc2)nc1Cl, C1CCOC1, CO, CCN(C(C)C)C(C)C, NCc1ccc(-c2csnn2)cc1. Yields the product N#Cc1cc(-c2ccccc2)c(-c2ccc(CNCc3ccc(-c4csnn4)cc3)cc2)nc1Cl. Reaction SMILES: [Br:1][CH2:2][c:3]1[cH:4][cH:5][c:6](-[c:9]2[n:10][c:11]([Cl:23])[c:12]([C:13]#[N:14])[cH:15][c:16]2-[c:17]2[cH:18][cH:19][cH:20][cH:21][cH:22]2)[cH:7][cH:8]1.[CH2:48]1[O:49][CH2:50][CH2:51][CH2:52]1.[CH3:24][OH:25].[CH:39]([N:40]([CH2:41][CH3:42])[CH:43]([CH3:44])[CH3:45])([CH3:46])[CH3:47].[s:26]1[n:27][n:28][c:29](-[c:31]2[cH:32][cH:33][c:34]([CH2:37][NH2:38])[cH:35][cH:36]2)[cH:30]1>>[CH2:2]([c:3]1[cH:4][cH:5][c:6](-[c:9]2[n:10][c:11]([Cl:23])[c:12]([C:13]#[N:14])[cH:15][c:16]2-[c:17]2[cH:18][cH:19][cH:20][cH:21][cH:22]2)[cH:7][cH:8]1)[NH:38][CH2:37][c:34]1[cH:33][cH:32][c:31](-[c:29]2[n:28][n:27][s:26][cH:30]2)[cH:36][cH:35]1. The reactants are O=C([O-])O, SCCS, COC(=O)C1CC(=O)CN1C(=O)OCc1ccccc1, CC(=O)O, [Na+], Cc1ccc(S(=O)(=O)O)cc1. Yields the product COC(=O)C1CC2(CN1C(=O)OCc1ccccc1)SCCS2. Reaction SMILES: [C:36](=[O:37])([OH:38])[O-:39].[CH2:32]([CH2:33][SH:34])[SH:35].[CH3:1][O:2][C:3]([CH:4]1[N:5]([C:10](=[O:11])[O:12][CH2:13][c:14]2[cH:15][cH:16][cH:17][cH:18][cH:19]2)[CH2:6][C:7](=[O:9])[CH2:8]1)=[O:20].[CH3:41][C:42](=[O:43])[OH:44].[Na+:40].[c:21]1([CH3:22])[cH:23][cH:24][c:25]([S:26]([OH:27])(=[O:28])=[O:29])[cH:30][cH:31]1>>[CH3:1][O:2][C:3]([CH:4]1[N:5]([C:10](=[O:11])[O:12][CH2:13][c:14]2[cH:15][cH:16][cH:17][cH:18][cH:19]2)[CH2:6][C:7]2([CH2:8]1)[S:34][CH2:33][CH2:32][S:35]2)=[O:20]. Starting materials: COc1nc(OC)c(C(C)C)c(C(=O)c2cc(C)cc(C(OC)OC)c2)n1, CO, ClC(Cl)Cl, Cl. The product is COc1nc(OC)c(C(C)C)c(C(=O)c2cc(C)cc(C=O)c2)n1. Reaction SMILES: [CH3:1][O:2][CH:3]([c:4]1[cH:5][c:6]([C:11](=[O:12])[c:13]2[n:14][c:15]([O:24][CH3:25])[n:16][c:17]([O:22][CH3:23])[c:18]2[CH:19]([CH3:20])[CH3:21])[cH:7][c:8]([CH3:10])[cH:9]1)[O:26][CH3:27].[CH3:33][OH:34].[CH:29]([Cl:30])([Cl:31])[Cl:32].[ClH:28]>>[O:2]=[CH:3][c:4]1[cH:5][c:6]([C:11](=[O:12])[c:13]2[n:14][c:15]([O:24][CH3:25])[n:16][c:17]([O:22][CH3:23])[c:18]2[CH:19]([CH3:20])[CH3:21])[cH:7][c:8]([CH3:10])[cH:9]1. Reactants: FC1=CSC=C1 (3-fluorothiophene), Ir(μ-OMe(COD)], CC1(OBOC1(C)C)C (4,4,5,5-tetramethyl-1,3,2-dioxaborolane), C(C)(C)(C)C1=CC(=NC=C1)C1=NC=CC(=C1)C(C)(C)C (4,4′-di-tert-butyl-2,2′-bipyridine). Solvent: CCCCCC (n-hexane), CCCCCC (hexane). Conditions: time 1 minute. Yields the product FC=1C=C(SC1)B1OC(C(O1)(C)C)(C)C (2-(4-Fluorothiophen-2-yl)-4,4,5,5-tetramethyl-1,3,2-dioxaborolane). Reaction SMILES: [CH3:1][C:2]1([CH3:9])[C:6]([CH3:8])([CH3:7])[O:5][BH:4][O:3]1.C(C1C=CN=C(C2C=C(C(C)(C)C)C=CN=2)C=1)(C)(C)C.[F:30][C:31]1[CH:35]=[CH:34][S:33][CH:32]=1>CCCCCC>[F:30][C:31]1[CH:35]=[C:34]([B:4]2[O:5][C:6]([CH3:8])([CH3:7])[C:2]([CH3:9])([CH3:1])[O:3]2)[S:33][CH:32]=1. Procedure: To a mixture of [Ir(μ-OMe(COD)](50 mg, 0.015 mmol, 3 mol %) and 4,4,5,5-tetramethyl-1,3,2-dioxaborolane (1.292 g, 9.79 mmol) was added a solution of 4,4′-di-tert-butyl-2,2′-bipyridine (0.039 g, 0.147 mmol) in n-hexane (3 mL). The reaction mixture was stirred for 1 minute and then added to a vessel containing 3-fluorothiophene (0.5 g, 4.90 mmol) dissolved in hexane (3 mL). The mixture was allowed to react at room temperature for 1 hour. The mixture was subsequently evaporated and used without fur... The reactants are FC=1C=C([C@@H](C(=O)O)O)C=C(C1)F ((S)-3,5-difluoromandelic acid), Cl.N[C@@H](C(C)C)C(=O)NN1C2=C(C3=C(C(C1=O)CCCCC1=CC=CC=C1)C=CC=C3)C=CC=C2 (5-(L-Valinyl)amino-7-phenbutyl-5,7-dihydro-6H-dibenz[b,d]azepin-6-one Hydrochloride). Product: FC=1C=C([C@@H](C(=O)N[C@@H](C(C)C)C(=O)NN2C3=C(C4=C(C(C2=O)CCCCC2=CC=CC=C2)C=CC=C4)C=CC=C3)O)C=C(C1)F (5-{N′-[(S)-3,5-Difluoromandelyl]-L-valinyl}amino-7-phenbutyl-5,7-dihydro-6H-dibenz[b,d]azepin-6-one). Reaction SMILES: [F:1][C:2]1[CH:3]=[C:4]([CH:10]=[C:11]([F:13])[CH:12]=1)[C@H:5]([OH:9])[C:6]([OH:8])=O.Cl.[NH2:15][C@H:16]([C:20]([NH:22][N:23]1[C:29](=[O:30])[CH:28]([CH2:31][CH2:32][CH2:33][CH2:34][C:35]2[CH:40]=[CH:39][CH:38]=[CH:37][CH:36]=2)[C:27]2[CH:41]=[CH:42][CH:43]=[CH:44][C:26]=2[C:25]2[CH:45]=[CH:46][CH:47]=[CH:48][C:24]1=2)=[O:21])[CH:17]([CH3:19])[CH3:18]>>[F:13][C:11]1[CH:10]=[C:4]([CH:3]=[C:2]([F:1])[CH:12]=1)[C@H:5]([OH:9])[C:6]([NH:15][C@H:16]([C:20]([NH:22][N:23]1[C:29](=[O:30])[CH:28]([CH2:31][CH2:32][CH2:33][CH2:34][C:35]2[CH:36]=[CH:37][CH:38]=[CH:39][CH:40]=2)[C:27]2[CH:41]=[CH:42][CH:43]=[CH:44][C:26]=2[C:25]2[CH:45]=[CH:46][CH:47]=[CH:48][C:24]1=2)=[O:21])[CH:17]([CH3:19])[CH3:18])=[O:8] |f:1.2|. Procedure: Following General Procedure D and using (S)-3,5-difluoromandelic acid (Example L) and 5-(L-valinyl)-amino-7-phenbutyl-5,7-dihydro-6H-dibenz[b,d]azepin-6-one hydrochloride (Example 7-U), the title compound was prepared. The product was purified by chromatography (silica, 1-2% MeOH/CHCl3).